This data is from the Open Reaction Database (ORD), a public repository of structured organic reaction records. The task is: describe an organic reaction: reactants, conditions, products, and yield Reactants: 1-[4-[4-[5-(2,6-difluorophenyl)-4,5-dihydro-3 isoxazolyl]-2-thiazolyl]tetrahydrol(2H)-pyridazinyl]-2-[5-methyl-3-(trifluoromethyl)-1H-pyrazol-1-yl]ethanone, FC1=C(C(=CC=C1)F)C1CC(=NO1)C=1N=C(SC1)C1CNN(CC1)C(CN1N=C(C=C1C)C(F)(F)F)=O (1-[4-[4-[5-(2,6-difluorophenyl)-4,5-dihydro-3-isoxazolyl]-2-thiazolyl]tetrahydro-1(2H)-pyridazinyl]-2-[5-methyl-3-(trifluoromethyl)-1H-pyrazol-1-yl]ethanone), C(C)(=O)OC(C)=O (acetic anhydride), O (water). Conditions: temperature 100 celsius, time 30 minute. The product is C(C)(=O)N1N(CCC(C1)C=1SC=C(N1)C1=NOC(C1)C1=C(C=CC=C1F)F)C(CN1N=C(C=C1C)C(F)(F)F)=O (1-[2-Acetyl-4-[4-[5-(2,6-difluorophenyl)-4,5-dihydro-3-isoxazolyl]-2-thiazolyl]tetrahydro-1(2H)-pyridazinyl]-2-[5-methyl-3-(trifluoromethyl)-1H-pyrazol-1-yl]ethanone). RXN SMILES: [F:1][C:2]1[CH:7]=[CH:6][CH:5]=[C:4]([F:8])[C:3]=1[CH:9]1[O:13][N:12]=[C:11]([C:14]2[N:15]=[C:16]([CH:19]3[CH2:24][CH2:23][N:22]([C:25](=[O:37])[CH2:26][N:27]4[C:31]([CH3:32])=[CH:30][C:29]([C:33]([F:36])([F:35])[F:34])=[N:28]4)[NH:21][CH2:20]3)[S:17][CH:18]=2)[CH2:10]1.O.[C:39](OC(=O)C)(=[O:41])[CH3:40]>>[C:39]([N:21]1[CH2:20][CH:19]([C:16]2[S:17][CH:18]=[C:14]([C:11]3[CH2:10][CH:9]([C:3]4[C:2]([F:1])=[CH:7][CH:6]=[CH:5][C:4]=4[F:8])[O:13][N:12]=3)[N:15]=2)[CH2:24][CH2:23][N:22]1[C:25](=[O:37])[CH2:26][N:27]1[C:31]([CH3:32])=[CH:30][C:29]([C:33]([F:35])([F:36])[F:34])=[N:28]1)(=[O:41])[CH3:40]. Procedure: A mixture of 1-[4-[4-[5-(2,6-difluorophenyl)-4,5-dihydro-3 isoxazolyl]-2-thiazolyl]tetrahydrol(2H)-pyridazinyl]-2-[5-methyl-3-(trifluoromethyl)-1H-pyrazol-1-yl]ethanone (i.e. the product of Example 1) (0.24 g, 0.44 mmol) in acetic anhydride (2 mL) was heated at 100° C. overnight. The reaction mixture was cooled, water (30 mL) was added and the mixture was stirred for 30 min and then extracted with ethyl acetate. The ethyl acetate extract was washed with saturated aqueous sodium bicarbonate solut...